From a dataset of the Open Reaction Database (ORD), a public repository of structured organic reaction records. describe an organic reaction: reactants, conditions, products, and yield Reactants: ClC=1N=CNC1Cl (4,5-Dichloroimidazole), C(C)#N (acetonitrile), [OH-].[K+] (Potassium hydroxide), BrCCCC (1-bromobutane), [K+].[Br-] (KBr), BrCCC1=CC=CC2=CC=CC=C12 (1-(2-bromoethyl)naphthalene). Reaction conditions: time 0.5 hour. The product is [Br-].C(CCC)[N+]1=CN(C(=C1Cl)Cl)C1=C(C=CC2=CC=CC=C12)CC (1-butyl-3-(2-ethyl-1-naphthyl)-4,5-dichloroimidazolium bromide). RXN SMILES: [Cl:1][C:2]1[N:3]=[CH:4][NH:5][C:6]=1[Cl:7].[OH-].[K+].[Br:10][CH2:11][CH2:12][CH2:13][CH3:14].[K+].[Br-].BrCC[C:20]1[C:29]2[C:24](=[CH:25][CH:26]=[CH:27][CH:28]=2)[CH:23]=[CH:22][CH:21]=1.[C:30](#N)[CH3:31]>>[Br-:10].[CH2:11]([N+:3]1[C:2]([Cl:1])=[C:6]([Cl:7])[N:5]([C:28]2[C:29]3[C:24](=[CH:23][CH:22]=[CH:21][CH:20]=3)[CH:25]=[CH:26][C:27]=2[CH2:30][CH3:31])[CH:4]=1)[CH2:12][CH2:13][CH3:14] |f:1.2,4.5,8.9|. Reported procedure: 4,5-Dichloroimidazole (1.23 g, 9 mmol) will be dissolved into acetonitrile. Potassium hydroxide (0.61 g, 9.9 mmol) will be added and the mixture will be allowed to stir for 0.5 h. 1-bromobutane (9 mmol) will be added and the solution will be allowed to reflux overnight. The solution will be filtered hot to remove a white precipitate (presumed to be KBr) and 1-(2-bromoethyl)naphthalene (9 mmol) will be added and the mixture will be returned to reflux overnight. The mixture will be allowed to cool... The reactants are ClCC(CO)O (3-chloro-1,2-dihydroxypropane), CN(C)C (trimethylamine). Conditions: time 24 hour. Product: [Cl-].OC(C[N+](C)(C)C)CO (2,3-dihydroxypropyltrimethylammonium chloride). Reaction SMILES: [Cl:1][CH2:2][CH:3]([OH:6])[CH2:4][OH:5].[CH3:7][N:8]([CH3:10])[CH3:9]>>[Cl-:1].[OH:6][CH:3]([CH2:4][OH:5])[CH2:2][N+:8]([CH3:10])([CH3:9])[CH3:7] |f:2.3|. Procedure details: To 251 mL of 3-chloro-1,2-dihydroxypropane is added to a round bottom flask equipped with a stir bar, thermometer, and condenser. 837 mL of 25% aqueous trimethylamine is added to the reactor while stirring. The solution is allowed to stir for 16 hours at 15° C. The solution is sparged with nitrogen for six days during which time the pH decreases from about 11 to about 6. The solution is placed under reduced pressure of approximately 25 inches Hg for 24 hours at 65° C. The solution is then placed... Starting materials: resultant mixture, FC(C1=NNC=C1C(C)(C)O)(F)F (2-(3-(trifluoromethyl)-1H-pyrazol-4-yl)propan-2-ol), CC(C)([O-])C.[K+] (potassium tert-butoxide), ClCC=1NC(C2=C(N1)SC(=C2)C)=O (2-(chloromethyl)-6-methylthieno[2,3-d]pyrimidin-4(3H)-one). The solvent is C1CCOC1 (THF). Run at time 2 minute. Yields the product OC(C)(C)C=1C(=NN(C1)CC=1NC(C2=C(N1)SC(=C2)C)=O)C(F)(F)F (2-((4-(2-Hydroxypropan-2-yl)-3-(trifluoromethyl)-1H-pyrazol-1-yl)methyl)-6-methyl thieno[2,3-d]pyrimidin-4(3H)-one). The yield is 3.7%. Reaction SMILES: [F:1][C:2]([F:13])([F:12])[C:3]1[C:7]([C:8]([OH:11])([CH3:10])[CH3:9])=[CH:6][NH:5][N:4]=1.CC(C)([O-])C.[K+].Cl[CH2:21][C:22]1[NH:23][C:24](=[O:32])[C:25]2[CH:30]=[C:29]([CH3:31])[S:28][C:26]=2[N:27]=1>C1COCC1>[OH:11][C:8]([C:7]1[C:3]([C:2]([F:1])([F:12])[F:13])=[N:4][N:5]([CH2:21][C:22]2[NH:23][C:24](=[O:32])[C:25]3[CH:30]=[C:29]([CH3:31])[S:28][C:26]=3[N:27]=2)[CH:6]=1)([CH3:9])[CH3:10] |f:1.2|. Procedure: A mixture of 2-(3-(trifluoromethyl)-1H-pyrazol-4-yl)propan-2-ol (73 mg, 0.376 mmol) and potassium tert-butoxide (127 mg, 1.13 mmol) in THF (2 mL) was stirred for ˜2 min. To this was added 2-(chloromethyl)-6-methylthieno[2,3-d]pyrimidin-4(3H)-one (81 mg, 0.376 mmol) and the resultant mixture was stirred for 18 h. The reaction mixture was quenched with saturated NH4Cl solution and concentrated in vacuo. The residue was partitioned between DCM and water and the organic layer was separated. The aque... Starting materials: C(C)N(C(C1=CC(=C(C=C1)NCCC1=CC=CC=C1)[N+](=O)[O-])=O)CC (N,N-diethyl-3-nitro-4[(2-phenylethyl)amino]benzamide). Reagents/catalysts: [Pd] (Pd/C). The solvent is CCOC(=O)C (EtOAc). Product: NC=1C=C(C(=O)N(CC)CC)C=CC1NCCC1=CC=CC=C1 (3-amino-N,N-diethyl-4-[(2-phenylethyl)amino]benzamide). Isolated yield 100.6%. RXN SMILES: [CH2:1]([N:3]([CH2:24][CH3:25])[C:4](=[O:23])[C:5]1[CH:10]=[CH:9][C:8]([NH:11][CH2:12][CH2:13][C:14]2[CH:19]=[CH:18][CH:17]=[CH:16][CH:15]=2)=[C:7]([N+:20]([O-])=O)[CH:6]=1)[CH3:2]>CCOC(C)=O.[Pd]>[NH2:20][C:7]1[CH:6]=[C:5]([CH:10]=[CH:9][C:8]=1[NH:11][CH2:12][CH2:13][C:14]1[CH:15]=[CH:16][CH:17]=[CH:18][CH:19]=1)[C:4]([N:3]([CH2:1][CH3:2])[CH2:24][CH3:25])=[O:23]. Procedure: Following general procedure 2C: A mixture of N,N-diethyl-3-nitro-4[(2-phenylethyl)amino]benzamide (0.170 g, 0.498 mmol) and 10% Pd/C in EtOAc (10 mL) was hydrogenated at 40 psi. Usual work-up provided the title compound (0.156 g) which was used without further purification. MS (ESI) (M+H)+=312. Starting materials: CO, ClC(Cl)Cl, Cl, CC(NC(=O)Cc1cc(F)cc(F)c1)C(=O)O, CCOC(=O)C(N)c1ccccc1F. Product: CCOC(=O)C(NC(=O)C(C)NC(=O)Cc1cc(F)cc(F)c1)c1ccccc1F. RXN SMILES: [CH3:33][OH:34].[Cl:35][CH:36]([Cl:37])[Cl:38].[ClH:18].[F:1][c:2]1[cH:3][c:4]([CH2:9][C:10](=[O:11])[NH:12][CH:13]([CH3:14])[C:15](=[O:16])[OH:17])[cH:5][c:6]([F:8])[cH:7]1.[NH2:19][CH:20]([C:21](=[O:22])[O:23][CH2:24][CH3:25])[c:26]1[c:27]([F:32])[cH:28][cH:29][cH:30][cH:31]1>>[F:1][c:2]1[cH:3][c:4]([CH2:9][C:10](=[O:11])[NH:12][CH:13]([CH3:14])[C:15](=[O:17])[NH:19][CH:20]([C:21](=[O:22])[O:23][CH2:24][CH3:25])[c:26]2[c:27]([F:32])[cH:28][cH:29][cH:30][cH:31]2)[cH:5][c:6]([F:8])[cH:7]1. RXN SMILES: Br[C:2]1[C:3]([Cl:20])=[C:4]2[CH:10]=[CH:9][N:8]([S:11]([C:14]3[CH:19]=[CH:18][CH:17]=[CH:16][CH:15]=3)(=[O:13])=[O:12])[C:5]2=[N:6][CH:7]=1.[F:21][C:22]1[CH:23]=[C:24](B(O)O)[CH:25]=[CH:26][CH:27]=1.C([O-])([O-])=O.[K+].[K+].C1(C)C=CC=CC=1>O.C1C=CC([P]([Pd]([P](C2C=CC=CC=2)(C2C=CC=CC=2)C2C=CC=CC=2)([P](C2C=CC=CC=2)(C2C=CC=CC=2)C2C=CC=CC=2)[P](C2C=CC=CC=2)(C2C=CC=CC=2)C2C=CC=CC=2)(C2C=CC=CC=2)C2C=CC=CC=2)=CC=1.CCO>[Cl:20][C:3]1[C:2]([C:26]2[CH:25]=[CH:24][CH:23]=[C:22]([F:21])[CH:27]=2)=[CH:7][N:6]=[C:5]2[N:8]([S:11]([C:14]3[CH:19]=[CH:18][CH:17]=[CH:16][CH:15]=3)(=[O:13])=[O:12])[CH:9]=[CH:10][C:4]=12 |f:2.3.4,^1:48,50,69,88|. Product: ClC1=C2C(=NC=C1C1=CC(=CC=C1)F)N(C=C2)S(=O)(=O)C2=CC=CC=C2 (4-chloro-5-(3-fluorophenyl)-1-(phenylsulfonyl)-1H-pyrrolo[2,3-b]pyridine). Conditions: temperature 80 celsius. Reagents/catalysts: C=1C=CC(=CC1)[P](C=2C=CC=CC2)(C=3C=CC=CC3)[Pd]([P](C=4C=CC=CC4)(C=5C=CC=CC5)C=6C=CC=CC6)([P](C=7C=CC=CC7)(C=8C=CC=CC8)C=9C=CC=CC9)[P](C=1C=CC=CC1)(C=1C=CC=CC1)C=1C=CC=CC1 (Pd(PPh3)4). Reported procedure: 5-Bromo-4-chloro-1-(phenylsulfonyl)-1H-pyrrolo[2,3-b]pyridine (0.660 g, 1.78 mmol), 3-fluorophenylboronic acid (0.298 g, 2.13 mmol), Pd(PPh3)4 (0.103 g, 0.0888 mmol) and 10% K2CO3 (aq., 3.70 mL, 2.66 mmol) were added to an argon degassed solution of 2:1 toluene:EtOH (6 mL). The reaction was then heated to 80° C. for 18 hours. The reaction was then diluted with water and extracted with DCM. The organic fractions were dried, filtered, concentrated, and purified by column chromatography (1:1 hexane... Reactants: BrC=1C(=C2C(=NC1)N(C=C2)S(=O)(=O)C2=CC=CC=C2)Cl (5-Bromo-4-chloro-1-(phenylsulfonyl)-1H-pyrrolo[2,3-b]pyridine), FC=1C=C(C=CC1)B(O)O (3-fluorophenylboronic acid), C(=O)([O-])[O-].[K+].[K+] (K2CO3), C1(=CC=CC=C1)C (toluene). The solvent is O (water), CCO (EtOH). Isolated yield 73.8%. Starting materials: ClC1=NC=CC=C1F (2-chloro-3-fluoropyridine), CCOC(=O)N1CCNCC1 (ethyl N-piperazinocarboxylate). Solvent: C(CCC)O (n-butanol). Product: FC=1C(=NC=CC1)N1CCN(CC1)C(=O)OCC (1-(3-Fluoro-2-pyridinyl)-4-carbethoxy piperazine). As a reaction SMILES: Cl[C:2]1[C:7]([F:8])=[CH:6][CH:5]=[CH:4][N:3]=1.[CH3:9][CH2:10][O:11][C:12]([N:14]1[CH2:19][CH2:18][NH:17][CH2:16][CH2:15]1)=[O:13]>C(O)CCC>[F:8][C:7]1[C:2]([N:17]2[CH2:16][CH2:15][N:14]([C:12]([O:11][CH2:10][CH3:9])=[O:13])[CH2:19][CH2:18]2)=[N:3][CH:4]=[CH:5][CH:6]=1. Procedure: A solution of 2-chloro-3-fluoropyridine (650 mg, 5.06 mmol) and ethyl N-piperazinocarboxylate (1.61 g, 10.2 mmol) in 60 ml of n-butanol is stirred at reflux under nitrogen for 18 hours. After concentrating to dryness under reduced pressure, the residue is dissolved in a mixture of ethyl acetate and water. The ethyl acetate extract is washed again with water, dried over anhydrous sodium sulfate, filtered and concentrated. The N-carbethoxy derivative of 1-(3-fluoro-2-pyridinyl)piperazine is furthe... The reactants are [N-]=[N+]=[N-] (azide), CC1=CC=C(C=C1)S(=O)(=O)OCC1OC2=C(C1)C=C(C=C2OC)Cl ((±)-(5-chloro-7-methoxy-2,3-dihydro-1-benzofuran-2-yl)methyl 4-methylbenzenesulfonate), N(=[N+]=[N-])CC1OC2=C(C1)C=C(C=C2OC)Cl ((±)-2-(azidomethyl)-5-chloro-7-methoxy-2,3-dihydro-1-benzofuran), [N-]=[N+]=[N-].[Na+] (sodium azide), Intermediate 98, hydrochloride salt. The reagents and catalysts are [Pt] (sulfided platinum on carbon). Product: ClC=1C=C(C2=C(CC(O2)CN)C1)OC ((±)-1-(5-chloro-7-methoxy-2,3-dihydro-1-benzofuran-2-yl)methanamine). The yield is 56.0%. As a reaction SMILES: CC1C=CC(S(OCC2CC3C=C(Cl)C=C(OC)C=3O2)(=O)=O)=CC=1.[N-]=[N+]=[N-].[Na+].[N:29]([CH2:32][CH:33]1[CH2:37][C:36]2[CH:38]=[C:39]([Cl:44])[CH:40]=[C:41]([O:42][CH3:43])[C:35]=2[O:34]1)=[N+]=[N-].[N-]=[N+]=[N-]>[Pt]>[Cl:44][C:39]1[CH:40]=[C:41]([O:42][CH3:43])[C:35]2[O:34][CH:33]([CH2:32][NH2:29])[CH2:37][C:36]=2[CH:38]=1 |f:1.2|. Reported procedure: Treatment of (±)-(5-chloro-7-methoxy-2,3-dihydro-1-benzofuran-2-yl)methyl 4-methylbenzenesulfonate (1.10 g, 2.98 mmol) with sodium azide (1.5 g, 23.1 mmol) generally according to the procedure described for Intermediate 98 provided (±)-2-(azidomethyl)-5-chloro-7-methoxy-2,3-dihydro-1-benzofuran. Treatment of the azide with sulfided platinum on carbon (0.080 g, 5 wt. %) generally according to the procedure described for Example 1 afforded 0.415 g (56%) of (±)-1-(5-chloro-7-methoxy-2,3-dihydro-1-b... Starting materials: C1(=CC=CC=C1)P(C1=CC=CC=C1)C1=CC=CC=C1 (Triphenylphosphine), BrCCCCCCCC(=O)O (8-bromooctanoic acid). Product: [Br-].C(=O)(O)CCCCCCC[P+](C1=CC=CC=C1)(C1=CC=CC=C1)C1=CC=CC=C1 ((7-carboxyheptyl) triphenylphosphonium bromide). The yield is 88.5%. RXN SMILES: [C:1]1([P:7]([C:14]2[CH:19]=[CH:18][CH:17]=[CH:16][CH:15]=2)[C:8]2[CH:13]=[CH:12][CH:11]=[CH:10][CH:9]=2)[CH:6]=[CH:5][CH:4]=[CH:3][CH:2]=1.[Br:20][CH2:21][CH2:22][CH2:23][CH2:24][CH2:25][CH2:26][CH2:27][C:28]([OH:30])=[O:29]>>[Br-:20].[C:28]([CH2:27][CH2:26][CH2:25][CH2:24][CH2:23][CH2:22][CH2:21][P+:7]([C:1]1[CH:2]=[CH:3][CH:4]=[CH:5][CH:6]=1)([C:8]1[CH:13]=[CH:12][CH:11]=[CH:10][CH:9]=1)[C:14]1[CH:15]=[CH:16][CH:17]=[CH:18][CH:19]=1)([OH:30])=[O:29] |f:2.3|. Reported procedure: Triphenylphosphine (26.3 g) and 8-bromooctanoic acid (21.3 g) were reacted as in Example 82. The crude salt was crystallized from a mixture of ethanol (100 mL), chloroform (200 mL) and ether (500 mL) to give 41 g of (7-carboxyheptyl) triphenylphosphonium bromide, mp 121°-123° C. Anal. Calculated for C26H30BrO2P: C, 64.33; H, 6.23; Br, 16.46. Found: C, 63.97; H, 6.23; Br, 16.07.